Dataset: the Open Reaction Database (ORD), a public repository of structured organic reaction records. Task: describe an organic reaction: reactants, conditions, products, and yield Reactants: NCC1=CC=CC(=N1)C=1N=C(SC1)N=C(N)N (4-(6-aminomethylpyridin-2-yl)-2-(diaminomethyleneamino)thiazole), N1=CC=CC=C1 (pyridine), CS(=O)(=O)Cl (Methanesulfonyl chloride), C([O-])([O-])=O.[K+].[K+] (potassium carbonate). Solvent: ClCCl (dichloromethane), O (water), C(C)(=O)OCC (ethyl acetate), O1CCCC1 (tetrahydrofuran). Reaction conditions: time 23 hour. Product: NC(N)=NC=1SC=C(N1)C1=NC(=CC=C1CN)S(=O)(=O)C (2-(diaminomethyleneamino)-4-(6-methanesulfonyl-aminomethylpyridin-2-yl)thiazole). As a reaction SMILES: [CH3:1][S:2](Cl)(=[O:4])=[O:3].NC[C:8]1[N:13]=[C:12]([C:14]2[N:15]=[C:16]([N:19]=[C:20]([NH2:22])[NH2:21])[S:17][CH:18]=2)[CH:11]=[CH:10][CH:9]=1.[N:23]1C=CC=C[CH:24]=1.C(=O)([O-])[O-].[K+].[K+]>ClCCl.O.C(OCC)(=O)C.O1CCCC1>[NH2:22][C:20](=[N:19][C:16]1[S:17][CH:18]=[C:14]([C:12]2[C:11]([CH2:24][NH2:23])=[CH:10][CH:9]=[C:8]([S:2]([CH3:1])(=[O:4])=[O:3])[N:13]=2)[N:15]=1)[NH2:21] |f:3.4.5|. Procedure details: Methanesulfonyl chloride (0.58 ml) was added a mixture of 4-(6-aminomethylpyridin-2-yl)-2-(diaminomethyleneamino)thiazole (1.8 g) and pyridine (0.8 ml) in dichloromethane (40 ml) under ice-cooling and the mixture was stirred for 23 hours at ambient temperature. The reaction mixture was added a mixture of tetrahydrofuran, ethyl acetate and water and the mixture was adjusted to pH 9.5 with 20% aqueous potassium carbonate. The separated organic layer was washed with brine., dried over magnesium sul...